This data is from the Open Reaction Database (ORD), a public repository of structured organic reaction records. The task is: describe an organic reaction: reactants, conditions, products, and yield Reactants: CC(C)(C)OC(=O)N1Cc2cc(NC(=O)c3cccnc3Cl)ccc2C(C)(C)C1, CN(C)c1ccccc1-c1ccccc1P(C1CCCCC1)C1CCCCC1, Nc1ccc2ccncc2c1, O=C(C=Cc1ccccc1)C=Cc1ccccc1, O=C(C=Cc1ccccc1)C=Cc1ccccc1, O=C(C=Cc1ccccc1)C=Cc1ccccc1, O, [Pd], [Pd]. Product: CC(C)(C)OC(=O)N1Cc2cc(NC(=O)c3cccnc3Nc3ccc4ccncc4c3)ccc2C(C)(C)C1. Reaction SMILES: [C:1]([CH3:2])([CH3:3])([CH3:4])[O:5][C:6](=[O:7])[N:8]1[CH2:9][c:10]2[cH:11][c:12]([NH:20][C:21](=[O:22])[c:23]3[c:24]([Cl:29])[n:25][cH:26][cH:27][cH:28]3)[cH:13][cH:14][c:15]2[C:16]([CH3:18])([CH3:19])[CH2:17]1.[CH:41]1([P:42]([CH:43]2[CH2:44][CH2:45][CH2:46][CH2:47][CH2:48]2)[c:49]2[cH:50][cH:51][cH:52][cH:53][c:54]2-[c:55]2[cH:56][cH:57][cH:58][cH:59][c:60]2[N:61]([CH3:62])[CH3:63])[CH2:64][CH2:65][CH2:66][CH2:67][CH2:68]1.[NH2:30][c:31]1[cH:32][cH:33][c:34]2[cH:35][cH:36][n:37][cH:38][c:39]2[cH:40]1.[O:107]=[C:108]([CH:109]=[CH:110][c:111]1[cH:112][cH:113][cH:114][cH:115][cH:116]1)[CH:117]=[CH:118][c:119]1[cH:120][cH:121][cH:122][cH:123][cH:124]1.[O:71]=[C:72]([CH:73]=[CH:74][c:75]1[cH:76][cH:77][cH:78][cH:79][cH:80]1)[CH:81]=[CH:82][c:83]1[cH:84][cH:85][cH:86][cH:87][cH:88]1.[O:89]=[C:90]([CH:91]=[CH:92][c:93]1[cH:94][cH:95][cH:96][cH:97][cH:98]1)[CH:99]=[CH:100][c:101]1[cH:102][cH:103][cH:104][cH:105][cH:106]1.[OH2:125].[Pd:69].[Pd:70]>>[C:1]([CH3:2])([CH3:3])([CH3:4])[O:5][C:6](=[O:7])[N:8]1[CH2:9][c:10]2[cH:11][c:12]([NH:20][C:21](=[O:22])[c:23]3[c:24]([NH:30][c:31]4[cH:32][cH:33][c:34]5[cH:35][cH:36][n:37][cH:38][c:39]5[cH:40]4)[n:25][cH:26][cH:27][cH:28]3)[cH:13][cH:14][c:15]2[C:16]([CH3:18])([CH3:19])[CH2:17]1. Reactants: NC1=C(CO)C=CC=C1 (0-aminobenzyl alcohol), N1=CC=CC=C1 (pyridine), C(CCCCCCCCCCCCCCC)OC1=CC=C(OCC(=O)Cl)C=C1 (4-hexadecyloxyphenoxyacetyl chloride). The solvent is C(Cl)Cl (methylene chloride), C(Cl)Cl (methylene chloride), C(Cl)(Cl)Cl (chloroform). Reaction conditions: time 4 hour. Yields the product C(CCCCCCCCCCCCCCC)OC1=CC=C(OCC(=O)NC2=C(C=CC=C2)CO)C=C1 (4-(Hexadecyloxy)phenoxy-N-[2-(hydroxymethyl)phenyl]acetamide). Isolated yield 92.0%. Reaction SMILES: [NH2:1][C:2]1[CH:9]=[CH:8][CH:7]=[CH:6][C:3]=1[CH2:4][OH:5].N1C=CC=CC=1.[CH2:16]([O:32][C:33]1[CH:43]=[CH:42][C:36]([O:37][CH2:38][C:39](Cl)=[O:40])=[CH:35][CH:34]=1)[CH2:17][CH2:18][CH2:19][CH2:20][CH2:21][CH2:22][CH2:23][CH2:24][CH2:25][CH2:26][CH2:27][CH2:28][CH2:29][CH2:30][CH3:31]>C(Cl)Cl.C(Cl)(Cl)Cl>[CH2:16]([O:32][C:33]1[CH:34]=[CH:35][C:36]([O:37][CH2:38][C:39]([NH:1][C:2]2[CH:9]=[CH:8][CH:7]=[CH:6][C:3]=2[CH2:4][OH:5])=[O:40])=[CH:42][CH:43]=1)[CH2:17][CH2:18][CH2:19][CH2:20][CH2:21][CH2:22][CH2:23][CH2:24][CH2:25][CH2:26][CH2:27][CH2:28][CH2:29][CH2:30][CH3:31]. Procedure details: To a solution of 1.36 g of 0-aminobenzyl alcohol and 2.69 g of pyridine in 60 ml of methylene chloride is added dropwise with stirring over 40 minutes a solution of 3.5 g of 4-hexadecyloxyphenoxyacetyl chloride in 40 ml of methylene chloride. Stirring is continued at room temperature for 4 hours. The mixture is diluted with chloroform and heated to dissolve the solids, washed with water and dilute hydrochloric acid. The organic layer is dried and evaporated to a residue which is crystallized fro... The reactants are CC(=O)NCC(=O)O, C(=NC1CCCCC1)=NC1CCCCC1, ClC(Cl)Cl, CCCCCCCCCCCCCC=CC(O)C(N)CO. Product: CCCCCCCCCCCCCC=CC(O)C(CO)NC(=O)CNC(C)=O. As a reaction SMILES: [CH3:22][C:23](=[O:24])[NH:25][CH2:26][C:27]([OH:28])=[O:29].[CH:30]1([N:31]=[C:32]=[N:33][CH:34]2[CH2:35][CH2:36][CH2:37][CH2:38][CH2:39]2)[CH2:40][CH2:41][CH2:42][CH2:43][CH2:44]1.[CH:45]([Cl:46])([Cl:47])[Cl:48].[OH:1][CH2:2][CH:3]([NH2:4])[CH:5]([OH:6])[CH:7]=[CH:8][CH2:9][CH2:10][CH2:11][CH2:12][CH2:13][CH2:14][CH2:15][CH2:16][CH2:17][CH2:18][CH2:19][CH2:20][CH3:21]>>[OH:1][CH2:2][CH:3]([NH:4][C:27]([CH2:26][NH:25][C:23]([CH3:22])=[O:24])=[O:28])[CH:5]([OH:6])[CH:7]=[CH:8][CH2:9][CH2:10][CH2:11][CH2:12][CH2:13][CH2:14][CH2:15][CH2:16][CH2:17][CH2:18][CH2:19][CH2:20][CH3:21]. Starting materials: Cl (hydrochloric acid), BrC1=CC=C(OC(C(=O)O)(C)C)C=C1 (2-[(para-bromo)-phenoxy]-2-methyl-propionic acid), C[Mg]I (methylmagnesium iodide), C(C1=CC=CC=C1)#N (benzonitrile), ice. The solvent is C1CCOC1 (THF), C1CCOC1 (THF). Conditions: time 2 hour. Yields the product C(C1=CC=CC=C1)C1=CC=C(OC(C(=O)O)(C)C)C=C1 (2-[(para-benzyl)-phenoxy]-2-methyl-propionic acid). Yield: 77.0%. As a reaction SMILES: Br[C:2]1[CH:14]=[CH:13][C:5]([O:6][C:7]([CH3:12])([CH3:11])[C:8]([OH:10])=[O:9])=[CH:4][CH:3]=1.C[Mg]I.[C:18](#N)[C:19]1[CH:24]=[CH:23][CH:22]=[CH:21][CH:20]=1.Cl>C1COCC1>[CH2:18]([C:2]1[CH:14]=[CH:13][C:5]([O:6][C:7]([CH3:12])([CH3:11])[C:8]([OH:10])=[O:9])=[CH:4][CH:3]=1)[C:19]1[CH:24]=[CH:23][CH:22]=[CH:21][CH:20]=1. Procedure details: 26 g (0.1 mole) of 2-[(para-bromo)-phenoxy]-2-methyl-propionic acid is dissolved in 200 cc of anhydrous THF and placed in a 500 cc flask. The mixture is cooled in an ice bath and 0.2 mole of methylmagnesium iodide (prepared in solution of THF) is added slowly. After this addition, the temperature is allowed to rise and the mixture stirred at ambient temperature for 11/2 hours. Then slowly and drop by drop a solution of 4.1 g (0.1 mole) of benzonitrile in 20 cc of THF is added and the mixture is ... The reactants are BrC1=C(C=CC=C1)CCC(=O)N(NC(C1=CC=CC=C1)=O)C(C)C (benzoic acid N′-[3-(2-bromo-phenyl)-propionyl]-N′-isopropyl-hydrazide), C(=O)([O-])[O-].[Na+].[Na+] (Na2CO3), FC1=C(C=CC=C1)B(O)O (2-fluoro-phenylboronic acid), Pd[PPh3]4. Solvent: COCCOC (DME). Yields the product FC1=C(C=CC=C1)C1=C(C=CC=C1)CCC(=O)N(NC(C1=CC=CC=C1)=O)C(C)C (Benzoic acid N′-[3-(2′-fluoro-biphenyl-2-yl)-propionyl]-N′-isopropyl-hydrazide). The yield is 24.7%. Reaction SMILES: Br[C:2]1[CH:7]=[CH:6][CH:5]=[CH:4][C:3]=1[CH2:8][CH2:9][C:10]([N:12]([CH:22]([CH3:24])[CH3:23])[NH:13][C:14](=[O:21])[C:15]1[CH:20]=[CH:19][CH:18]=[CH:17][CH:16]=1)=[O:11].C([O-])([O-])=O.[Na+].[Na+].[F:31][C:32]1[CH:37]=[CH:36][CH:35]=[CH:34][C:33]=1B(O)O>COCCOC>[F:31][C:32]1[CH:37]=[CH:36][CH:35]=[CH:34][C:33]=1[C:2]1[CH:7]=[CH:6][CH:5]=[CH:4][C:3]=1[CH2:8][CH2:9][C:10]([N:12]([CH:22]([CH3:24])[CH3:23])[NH:13][C:14](=[O:21])[C:15]1[CH:20]=[CH:19][CH:18]=[CH:17][CH:16]=1)=[O:11] |f:1.2.3|. Procedure: A solution of benzoic acid N′-[3-(2-bromo-phenyl)-propionyl]-N′-isopropyl-hydrazide (50 mg, 0.13 mmol) in DME (4 ml)/2M Na2CO3 (225 μL, 0.45 mmol) was treated with 2-fluoro-phenylboronic acid (27 mg, 0.19 mmol) and Pd[PPh3]4 (15 mg, 0.013 mmol) for 18 hours at 90° C. The reaction mixture was partitioned between water and dichloromethane. The organic layer was washed with brine, dried over sodium sulfate, filtered, and concentrated. The crude was absorbed on silica and purified on a silica gel co... Starting materials: N1C=NC(=C1)CC(=O)O (2-(1H-imidazol-4-yl)acetic acid), Product, C1(CCCC1)OC=1C=C(C=CC1OC)N1C[C@@H](NCC1)CC(C)C ((S)-1-(3-Cyclopentyloxy-4-methoxy-phenyl)-3-isobutyl-piperazine), C1(CCCC1)OC=1C=C(C=CC1OC)N1C[C@@H](NCC1)CC(C)C ((S)-1-(3-Cyclopentyloxy-4-methoxy-phenyl)-3-isobutyl-piperazine). Yields the product C1(CCCC1)OC=1C=C(C=CC1OC)N1C[C@@H](N(CC1)C(CC=1N=CNC1)=O)CC(C)C ((S)-1-(4-(3-(cyclopentyloxy)-4-methoxyphenyl)-2-isobutylpiperazin-1-yl)-2-(1H-imidazol-4-yl)ethanone). RXN SMILES: [NH:1]1[CH:5]=[C:4]([CH2:6][C:7]([OH:9])=O)[N:3]=[CH:2]1.[CH:10]1([O:15][C:16]2[CH:17]=[C:18]([N:24]3[CH2:29][CH2:28][NH:27][C@@H:26]([CH2:30][CH:31]([CH3:33])[CH3:32])[CH2:25]3)[CH:19]=[CH:20][C:21]=2[O:22][CH3:23])[CH2:14][CH2:13][CH2:12][CH2:11]1>>[CH:10]1([O:15][C:16]2[CH:17]=[C:18]([N:24]3[CH2:29][CH2:28][N:27]([C:7](=[O:9])[CH2:6][C:4]4[N:3]=[CH:2][NH:1][CH:5]=4)[C@@H:26]([CH2:30][CH:31]([CH3:33])[CH3:32])[CH2:25]3)[CH:19]=[CH:20][C:21]=2[O:22][CH3:23])[CH2:14][CH2:13][CH2:12][CH2:11]1. Procedure details: Prepared by the method outlined for Example 189 using 2-(1H-imidazol-4-yl)acetic acid and (S)-1-(3-cyclopentyloxy-4-methoxy-phenyl)-3-isobutyl-piperazine (Example 33, Compound 121) as starting materials. Product as a light brown solid (11%). LC/MS (Method B) 2.69 min, [M+1]+ 441.1. Potency class A. The reactants are C(=O)(O)[O-].[Na+] (NaHCO3), C(C=C)OC(=O)N1CCN(CC1)C1=NC=C(C=C1)C1=NC(=NC=C1)NC1=CC(=C(C(=C1)Cl)Cl)Cl (4-(2-(4-allyloxycarbonylpiperazin-1-yl)pyridin-5-yl)-N-(3,4,5-trichlorophenyl)-2-pyrimidineamine), C(C)(=O)O (acetic acid), dichloro-bis(triphenylphosphine)palladium, C(CCC)[SnH](CCCC)CCCC (tri-n-butyltin hydride). Run in ClCCl (dichloromethane), CN(C)C=O (DMF). Product: ClC=1C=C(C=C(C1Cl)Cl)NC1=NC=CC(=N1)C=1C=CC(=NC1)N1CCNCC1 (N-(3,4,5-Trichlorophenyl)-4-(2-(piperazin-1-yl)pyridin-5-yl)-2-pyrimidineamine). The yield is 41.7%. Reaction SMILES: C(OC([N:7]1[CH2:12][CH2:11][N:10]([C:13]2[CH:18]=[CH:17][C:16]([C:19]3[CH:24]=[CH:23][N:22]=[C:21]([NH:25][C:26]4[CH:31]=[C:30]([Cl:32])[C:29]([Cl:33])=[C:28]([Cl:34])[CH:27]=4)[N:20]=3)=[CH:15][N:14]=2)[CH2:9][CH2:8]1)=O)C=C.C(O)(=O)C.C([SnH](CCCC)CCCC)CCC.C([O-])(O)=O.[Na+]>ClCCl.CN(C=O)C>[Cl:32][C:30]1[CH:31]=[C:26]([NH:25][C:21]2[N:20]=[C:19]([C:16]3[CH:17]=[CH:18][C:13]([N:10]4[CH2:11][CH2:12][NH:7][CH2:8][CH2:9]4)=[N:14][CH:15]=3)[CH:24]=[CH:23][N:22]=2)[CH:27]=[C:28]([Cl:34])[C:29]=1[Cl:33] |f:3.4|. Procedure: A solution of 4-(2-(4-allyloxycarbonylpiperazin-1-yl)pyridin-5-yl)-N-(3,4,5-trichlorophenyl)-2-pyrimidineamine (170 mg,0.33 mmol) in dichloromethane and DMF (3 ml,1:1 mixture) was stirred with acetic acid (1 ml), dichloro-bis(triphenylphosphine)palladium (II) (15 mg) and tri-n-butyltin hydride at room temperature for 5 min. The reaction was added to a saturated aqueous NaHCO3 solution, which was extracted with ethyl acetate. The organic phase was dried (MgSO4) and concentrated under reduced pres...